This data is from the Open Reaction Database (ORD), a public repository of structured organic reaction records. The task is: describe an organic reaction: reactants, conditions, products, and yield RXN SMILES: [NH2:1][C:2]1[C:11]2[S:10](=[O:13])(=[O:12])[N:9]=[C:8]([C:14]3[C:15](=[O:30])[N:16]([NH:25][CH2:26][CH:27]([CH3:29])[CH3:28])[C:17]4[C:22]([C:23]=3[OH:24])=[CH:21][CH:20]=[CH:19][CH:18]=4)[NH:7][C:6]=2[CH:5]=[CH:4][C:3]=1[OH:31].[C:32]1(=O)[O:37][C:35](=[O:36])[CH:34]=[CH:33]1>N1C=CC=CC=1>[OH:24][C:23]1[C:22]2[C:17](=[CH:18][CH:19]=[CH:20][CH:21]=2)[N:16]([NH:25][CH2:26][CH:27]([CH3:29])[CH3:28])[C:15](=[O:30])[C:14]=1[C:8]1[NH:7][C:6]2[CH:5]=[CH:4][C:3]3[O:31][C:32]([CH2:33][CH2:34][C:35]([OH:37])=[O:36])=[N:1][C:2]=3[C:11]=2[S:10](=[O:12])(=[O:13])[N:9]=1. Run in N1=CC=CC=C1 (pyridine). Reactants: NC1=C(C=CC=2NC(=NS(C21)(=O)=O)C=2C(N(C1=CC=CC=C1C2O)NCC(C)C)=O)O (3-(8-amino-7-hydroxy-1,1-dioxido-4H-1,2,4-benzothiadiazin-3-yl)-4-hydroxy-1-(isobutylamino)quinolin-2(1H)-one), C1(\C=C/C(=O)O1)=O (maleic anhydride), crude mixture. Yields the product OC1=C(C(N(C2=CC=CC=C12)NCC(C)C)=O)C1=NS(C2=C(N1)C=CC1=C2N=C(O1)CCC(=O)O)(=O)=O (3-{3-[4-hydroxy-1-(isobutylamino)-2-oxo-1,2-dihydroquinolin-3-yl]-1,1-dioxido-4H-[1,3]oxazolo[5,4-h][1,2,4]benzothiadiazin-8-yl}propanoic acid). The yield is 30.6%. Procedure details: A solution of the product of Example 354 (15 mg, 0.033 mmol) and maleic anhydride (100 mg, 1.0 mmol) in pyridine (2 mL) was heated at 160° C. in a microwave reactor for 1 hour. The crude mixture was cooled to 25° C. and purified by preparative HPLC on a Waters Symmetry C8 column (25 mm×100 mm, 7 μm particle size) using a gradient of 10% to 100% acetonitrile:0.1% aqueous trifluoroacetic to yield the title compound (5.3 mg, 30%). The disodium salt was made by the procedure of Example 1D using 2 eq... Starting materials: C1(=CC=CC=C1)O (phenol), C1(=CC=CC=C1O)C (o-cresol). Yields the product C1(CCCCC1)(C1=CC=C(C=C1)O)C1=CC=C(C=C1)O (4,4'-cyclohexylidenediphenol). RXN SMILES: [C:1]1([OH:7])[CH:6]=[CH:5][CH:4]=[CH:3][CH:2]=1.[C:8]1(C)[C:13]([OH:14])=[CH:12][CH:11]=[CH:10][CH:9]=1>>[C:1]1([C:10]2[CH:9]=[CH:8][C:13]([OH:14])=[CH:12][CH:11]=2)([C:4]2[CH:5]=[CH:6][C:1]([OH:7])=[CH:2][CH:3]=2)[CH2:6][CH2:5][CH2:4][CH2:3][CH2:2]1. Procedure details: The procedure of Example 1 was repeated, except that 10500 g (111.6 moles) of phenol was substituted for o-cresol. The crude crystals that separated out were rinsed with methylene chloride; after airdrying they weighed 5170 g or 87% of theoretical. Recrystallization from methanol-water yielded pure CDP, mp 188-189° C., that was 99.8% pure by gas chromatography. Reactants: [OH-].[Na+] (sodium hydroxide), S(=O)(=O)(OC)OC (dimethyl sulfate), [OH-].[Na+] (sodium hydroxide), CC(=O)C=1C=CC(=CC1)O (4-hydroxyacetophenone). The solvent is O (water), O (water), C(C)O (ethanol). Product: CC(=O)C1=CC=C(C=C1)OC (4-Methoxyacetophenone). RXN SMILES: [CH3:1][C:2]([C:4]1[CH:5]=[CH:6][C:7]([OH:10])=[CH:8][CH:9]=1)=[O:3].[OH-].[Na+].S(OC)(O[CH3:17])(=O)=O>C(O)C.O>[CH3:1][C:2]([C:4]1[CH:9]=[CH:8][C:7]([O:10][CH3:17])=[CH:6][CH:5]=1)=[O:3] |f:1.2|. Reported procedure: In 200 ml of ethanol was dissolved 30.0 g of 4-hydroxyacetophenone, and a solution of 11.3 g (1.28 eq.) of sodium hydroxide in 60 ml of water and 33.9 g (1.22 eq.) of dimethyl sulfate were added dropwise consecutively. After the reaction mixture was refluxed for 30 minutes', a solution of 2.8 g (0.32 eq.) of sodium hydroxide dissolved in 10 ml of water was added, followed by heating under for 3 hours' reflux. After the solvent was distilled off, water was added and the mixture was extracted with... The reactants are C(C)(C)(C)[Li] (tert-butyllithium), solution, [OH-].[K+] (potassium hydroxide), BrC1=C(NC(C(F)(F)F)=O)C=CC=C1 (o-bromotrifluoroacetanilide), solution, C[Li] (methyl lithium), solution, ClC1C(C2=CC=CC=C2C1)=O (chloroindanone), Cl (HCl). Run in CO (methanol), CCCCC (pentane), O1CCCC1 (tetrahydrofuran), C(C)OCC (diethyl ether), O1CCCC1 (THF). Reaction conditions: temperature -78 celsius, time 1 hour. Yields the product FC(C(=O)NC1=CC=CC=C1)(F)F (trifluoroacetanilide). Yield: 21.8%. Reaction SMILES: Br[C:2]1[CH:14]=[CH:13][CH:12]=[CH:11][C:3]=1[NH:4][C:5](=[O:10])[C:6]([F:9])([F:8])[F:7].C[Li].C([Li])(C)(C)C.ClC1CC2C(=CC=CC=2)C1=O.[OH-].[K+].Cl>O1CCCC1.C(OCC)C.CCCCC.CO>[F:7][C:6]([F:8])([F:9])[C:5]([NH:4][C:3]1[CH:11]=[CH:12][CH:13]=[CH:14][CH:2]=1)=[O:10] |f:4.5|. Procedure: A solution of o-bromotrifluoroacetanilide (325 mg, 1.2 mM) in tetrahydrofuran (THF)(20 cm3) was cooled to -78° C. and to this was added methyl lithium (1 molar equivalent of a 1.4 M solution in diethyl ether). This addition was followed 10 minutes later by the introduction of tert-butyllithium (2 molar equivalent of a 1.7 M solution in pentane). The reaction mixture was stirred for 1 hour at -78° C., and then a solution of the chloroindanone (272 mg. 1.2 mM) in THF (3 cm3) added dropwise via a c... Reactants: O=C(Cl)CBr, Nc1ccccc1Br, ClCCl, c1ccncc1. Product: O=C(CBr)Nc1ccccc1Br. Reaction SMILES: [Br:15][CH2:16][C:17](=[O:18])[Cl:19].[Br:1][c:2]1[c:3]([NH2:4])[cH:5][cH:6][cH:7][cH:8]1.[Cl:20][CH2:21][Cl:22].[cH:9]1[cH:10][cH:11][n:12][cH:13][cH:14]1>>[Br:1][c:2]1[c:3]([NH:4][C:17]([CH2:16][Br:15])=[O:18])[cH:5][cH:6][cH:7][cH:8]1.